From a dataset of the Open Reaction Database (ORD), a public repository of structured organic reaction records. describe an organic reaction: reactants, conditions, products, and yield Starting materials: ON1OC(=CC1OCCCN1CCOCC1)C1=CC=CC=C1 (2-hydroxy-3-morpholinopropoxy-5-phenylisoxazole), Cl.O1CCOCC1 (HCl dioxane). Solvent: C(C)(=O)OCC (ethyl acetate). Run at time 10 minute. Product: Cl.OC(COC1=NOC(=C1)C1=CC=CC=C1)CN1CCOCC1 (3-(2-Hydroxy-3-morpholinopropoxy)-5-phenylisoxazole.hydrochloride). RXN SMILES: O[N:2]1[CH:6]([O:7][CH2:8][CH2:9][CH2:10][N:11]2[CH2:16][CH2:15][O:14][CH2:13][CH2:12]2)[CH:5]=[C:4]([C:17]2[CH:22]=[CH:21][CH:20]=[CH:19][CH:18]=2)[O:3]1.[ClH:23].[O:24]1CCOCC1>C(OCC)(=O)C>[ClH:23].[OH:24][CH:9]([CH2:10][N:11]1[CH2:16][CH2:15][O:14][CH2:13][CH2:12]1)[CH2:8][O:7][C:6]1[CH:5]=[C:4]([C:17]2[CH:22]=[CH:21][CH:20]=[CH:19][CH:18]=2)[O:3][N:2]=1 |f:1.2,4.5|. Reported procedure: To a solution of 5.00 g of 3-(2-hydroxy-3-morpholinopropoxy-5-phenylisoxazole dissolved in ethyl acetate (200 ml) was added a 4N HCl/dioxane solution (5.0 ml) and the mixture was stirred at room temperature for 10 minutes. The reaction mixture was concentrated under reduced pressure to afford 5.21 g of the title compound with melting point 149°-150° C. as colorless powdery crystals. Starting materials: N1C=CC=C1 (Pyrrole), amine R2NH2, C=1C=CC2=C(C1)N=NN2O (HOBt). The solvent is CN(C)C=O (DMF). Yields the product C(C)(C)NC(C)C (diisopropylamine), N1C=CC=C1 (pyrrole). RXN SMILES: [NH:1]1[CH:5]=[CH:4][CH:3]=[CH:2]1.C1C=C[C:9]2N(O)N=[N:12][C:10]=2[CH:11]=1>CN(C=O)C>[CH:3]([NH:12][CH:10]([CH3:9])[CH3:11])([CH3:4])[CH3:2].[NH:1]1[CH:5]=[CH:4][CH:3]=[CH:2]1. Procedure details: Chloropyrrolotriazine (1) (compound 3 of Scheme 9) can be reacted with an aniline (1a) (e.g., compound 1 of Scheme 11) in anhydrous DMF at rt to afford compound (2). Reaction of compound (2) with an aq. base such as NaOH with heating affords compound (3). Compound (3) can be reacted with an amine R2NH2 in the presence of a coupling reagent, such as HOBt, with or without a base such as diisopropylamine, in an organic solvent, such as DMF to afford compound (4). Compound (4) can be reacted with hy... The product is Cc1cccc2c1nc(C=Cc1ccccc1)n2-c1ccccn1, Cl. Reaction SMILES: [CH3:1][c:2]1[cH:3][cH:4][cH:5][c:6]2[nH:7][c:8]([CH:11]=[CH:12][c:13]3[cH:14][cH:15][cH:16][cH:17][cH:18]3)[n:9][c:10]12.[CH3:50][OH:51].[ClH:49].[F:19][c:20]1[n:21][cH:22][cH:23][cH:24][cH:25]1.[n:26]1[cH:27][cH:28][cH:29][cH:30][c:31]1-[n:32]1[c:33]2[cH:34][cH:35][cH:36][cH:37][c:38]2[n:39][c:40]1[CH:41]=[CH:42][c:43]1[cH:44][cH:45][cH:46][cH:47][cH:48]1>>[CH3:1][c:2]1[cH:3][cH:4][cH:5][c:6]2[n:7](-[c:20]3[n:21][cH:22][cH:23][cH:24][cH:25]3)[c:8]([CH:11]=[CH:12][c:13]3[cH:14][cH:15][cH:16][cH:17][cH:18]3)[n:9][c:10]12.[ClH:49]. The reactants are Cc1cccc2[nH]c(C=Cc3ccccc3)nc12, CO, Cl, Fc1ccccn1, C(=Cc1nc2ccccc2n1-c1ccccn1)c1ccccc1.